Dataset: the Open Reaction Database (ORD), a public repository of structured organic reaction records. Task: describe an organic reaction: reactants, conditions, products, and yield Solvent: C(Cl)Cl (DCM), C(=O)(O)[O-].[Na+] (NaHCO3). The product is C(#N)C=1C=C(C(=NC1)C(=O)NC=1C=CC2=C(C1)[C@@]1([C@@H](S(C(C(=N1)N(C(OC(C)(C)C)=O)C(=O)OC(C)(C)C)(C)C)(=O)=O)CCO2)CF)C (tert-butyl N-[(4aS,11bS)-10-[(5-cyano-3-methyl-pyridine-2-carbonyl)amino]-11b-(fluoromethyl)-3,3-dimethyl-4,4-dioxo-5,6-dihydro-4aH-[1]benzoxepino[4,5-b][1,4]thiazin-2-yl]-N-tert-butoxycarbonyl-carbamate). Reported procedure: To a 50-mL round-bottomed flask, tert-butyl N-[(4aS,11bS)-10-amino-11b-(fluoromethyl)-3,3-dimethyl-4,4-dioxo-5,6-dihydro-4aH-[1]benzoxepino[4,5-b][1,4]thiazin-2-yl]-N-tert-butoxycarbonyl-carbamate (102 mg, 0.188 mmol), 5-cyano-3-methylpicolinic acid (36.6 mg, 0.226 mmol), Hunig's base (0.043 mL, 0.245 mmol), and 1-propanephosphonic acid cyclic anhydride (0.120 mL, 0.188 mmol) were added then dissolved in DCM (5 mL). The reaction mixture was stirred at RT for 3 h. The reaction mixture was then di... Reactants: NC=1C=CC2=C(C1)[C@@]1([C@@H](S(C(C(=N1)N(C(OC(C)(C)C)=O)C(=O)OC(C)(C)C)(C)C)(=O)=O)CCO2)CF (tert-butyl N-[(4aS,11bS)-10-amino-11b-(fluoromethyl)-3,3-dimethyl-4,4-dioxo-5,6-dihydro-4aH-[1]benzoxepino[4,5-b][1,4]thiazin-2-yl]-N-tert-butoxycarbonyl-carbamate), C(#N)C=1C=C(C(=NC1)C(=O)O)C (5-cyano-3-methylpicolinic acid), CCN(C(C)C)C(C)C (Hunig's base), CCCP1(=O)OP(=O)(OP(=O)(O1)CCC)CCC (1-propanephosphonic acid cyclic anhydride). Conditions: time 3 hour. Reaction SMILES: [NH2:1][C:2]1[CH:3]=[CH:4][C:5]2[O:35][CH2:34][CH2:33][C@@H:9]3[S:10](=[O:32])(=[O:31])[C:11]([CH3:30])([CH3:29])[C:12]([N:14]([C:22]([O:24][C:25]([CH3:28])([CH3:27])[CH3:26])=[O:23])[C:15](=[O:21])[O:16][C:17]([CH3:20])([CH3:19])[CH3:18])=[N:13][C@:8]3([CH2:36][F:37])[C:6]=2[CH:7]=1.[C:38]([C:40]1[CH:41]=[C:42]([CH3:49])[C:43]([C:46](O)=[O:47])=[N:44][CH:45]=1)#[N:39].CCN(C(C)C)C(C)C.CCCP1(OP(CCC)(=O)OP(CCC)(=O)O1)=O>C(Cl)Cl.C([O-])(O)=O.[Na+]>[C:38]([C:40]1[CH:41]=[C:42]([CH3:49])[C:43]([C:46]([NH:1][C:2]2[CH:3]=[CH:4][C:5]3[O:35][CH2:34][CH2:33][C@@H:9]4[S:10](=[O:32])(=[O:31])[C:11]([CH3:29])([CH3:30])[C:12]([N:14]([C:22]([O:24][C:25]([CH3:27])([CH3:28])[CH3:26])=[O:23])[C:15](=[O:21])[O:16][C:17]([CH3:18])([CH3:19])[CH3:20])=[N:13][C@:8]4([CH2:36][F:37])[C:6]=3[CH:7]=2)=[O:47])=[N:44][CH:45]=1)#[N:39] |f:5.6|. Run in O (water). Reported procedure: Next, to a mixture in which 530 g of ice and 125 g of water were added to 126 g of sodium hydroxide was gradually added dropwise 125 g of bromine. After completion of dropwise addition, a solution of the previously obtained 45 g of 3,4-difluoro-4'-acetylbiphenyl dissolved in 230 ml of dioxane was added dropwise to the mixture at a temperature of 20° C. or lower. After completion of the dropwise addition, the mixture was heated to 50° C. and reacted for 1 hour. After the reaction, 100 ml of a 40%... As a reaction SMILES: [OH-:1].[Na+].BrBr.[F:5][C:6]1[CH:7]=[C:8]([C:13]2[CH:18]=[CH:17][C:16](C(=O)C)=[CH:15][CH:14]=2)[CH:9]=[CH:10][C:11]=1[F:12].S(=O)(O)[O-].[Na+].[O:27]1[CH2:32]COCC1>O>[F:5][C:6]1[C:11]([F:12])=[CH:10][CH:9]=[C:8]([C:13]2[CH:14]=[CH:15][CH:16]=[CH:17][CH:18]=2)[C:7]=1[C:32]([OH:27])=[O:1] |f:0.1,4.5|. Conditions: temperature 50 celsius. Yields the product FC1=C(C(=CC=C1F)C1=CC=CC=C1)C(=O)O (3,4-difluorobiphenyl carboxylic acid). The reactants are FC=1C=C(C=CC1F)C1=CC=C(C=C1)C(C)=O (3,4-difluoro-4'-acetylbiphenyl), O1CCOCC1 (dioxane), ice, [OH-].[Na+] (sodium hydroxide), S([O-])(O)=O.[Na+] (sodium bisulfite), BrBr (bromine). Starting materials: N\C(=C/C(=O)OCCOC\C(=C\C1=CC=C(C=C1)CC=1C=NC=CC1)\C)\C (2-[(E)-3-[4-(pyridin-3-ylmethyl)phenyl]-2-methylallyloxy]ethyl 3-aminocrotonate), [N+](=O)([O-])C=1C=C(C=C(C(=O)OC(C)C)C(=O)C)C=CC1 (isopropyl 2-(3-nitrobenzylidene)acetoacetate). The solvent is C(C)(C)O (isopropanol). The product is CC=1NC(=C(C(C1C(=O)OCCOC\C(=C\C1=CC=C(C=C1)CC=1C=NC=CC1)\C)C1=CC(=CC=C1)[N+](=O)[O-])C(=O)OC(C)C)C (3-[2-[(E)-3-[4-(pyridin-3-ylmethyl)phenyl]-2-methylallyloxy]ethyl] 5-isopropyl 2,6-dimethyl-4-(3-nitrophenyl)-1,4-dihydropyridine-3,5-dicarboxylate). Yield: 75.9%. Reaction SMILES: [NH2:1]/[C:2](/[CH3:27])=[CH:3]\[C:4]([O:6][CH2:7][CH2:8][O:9][CH2:10]/[C:11](/[CH3:26])=[CH:12]/[C:13]1[CH:18]=[CH:17][C:16]([CH2:19][C:20]2[CH:21]=[N:22][CH:23]=[CH:24][CH:25]=2)=[CH:15][CH:14]=1)=[O:5].[N+:28]([C:31]1[CH:32]=[C:33]([CH:45]=[CH:46][CH:47]=1)[CH:34]=[C:35]([C:42]([CH3:44])=O)[C:36]([O:38][CH:39]([CH3:41])[CH3:40])=[O:37])([O-:30])=[O:29]>C(O)(C)C>[CH3:27][C:2]1[NH:1][C:42]([CH3:44])=[C:35]([C:36]([O:38][CH:39]([CH3:41])[CH3:40])=[O:37])[CH:34]([C:33]2[CH:45]=[CH:46][CH:47]=[C:31]([N+:28]([O-:30])=[O:29])[CH:32]=2)[C:3]=1[C:4]([O:6][CH2:7][CH2:8][O:9][CH2:10]/[C:11](/[CH3:26])=[CH:12]/[C:13]1[CH:14]=[CH:15][C:16]([CH2:19][C:20]2[CH:21]=[N:22][CH:23]=[CH:24][CH:25]=2)=[CH:17][CH:18]=1)=[O:5]. Procedure: In 1.36 ml of isopropanol were dissolved 340 mg of 2-[(E)-3-[4-(pyridin-3-ylmethyl)phenyl]-2-methylallyloxy]ethyl 3-aminocrotonate and 257 mg of isopropyl 2-(3-nitrobenzylidene)acetoacetate, and the resulting solution was subjected to reaction under refulx for 2 hours. The reaction mixture was thereafter stirred with ice-cooling, and the crystals thus precipitated were collected by filtration to obtain 440 mg (yield 75.8%) of 3-[2-[(E)-3-[4-(pyridin-3-ylmethyl)phenyl]-2-methylallyloxy]ethyl] 5-i... The reactants are COC(=O)CCCCCCCBr, [H-], [I-], O=c1[nH]c2cc([N+](=O)[O-])ccc2o1, [Na+], [Na+], CN(C)C=O. Yields the product COC(=O)CCCCCCCn1c(=O)oc2ccc([N+](=O)[O-])cc21. Reaction SMILES: [CH3:16][O:17][C:18]([CH2:19][CH2:20][CH2:21][CH2:22][CH2:23][CH2:24][CH2:25][Br:26])=[O:27].[H-:2].[I-:29].[N+:3](=[O:4])([O-:5])[c:6]1[cH:7][cH:8][c:9]2[c:10]([nH:11][c:12](=[O:14])[o:13]2)[cH:15]1.[Na+:1].[Na+:28].[O:30]=[CH:31][N:32]([CH3:33])[CH3:34]>>[N+:3](=[O:4])([O-:5])[c:6]1[cH:7][cH:8][c:9]2[c:10]([n:11]([CH2:25][CH2:24][CH2:23][CH2:22][CH2:21][CH2:20][CH2:19][C:18]([O:17][CH3:16])=[O:27])[c:12](=[O:14])[o:13]2)[cH:15]1. Reaction SMILES: [C:1]([O:2][C:3](=[O:4])[NH:7][CH2:8][c:9]1[n:10][cH:11][c:12]([CH2:23][C:24]([N:25]([CH2:26][c:27]2[cH:28][n:29][cH:30][cH:31][cH:32]2)[CH3:33])=[O:34])[c:13]2[cH:14][c:15]([O:21][CH3:22])[c:16]([O:19][CH3:20])[cH:17][c:18]12)([CH3:5])([CH3:6])[CH3:35].[CH3:37][CH2:38][O:39][C:40]([CH3:41])=[O:42].[ClH:36]>>[ClH:36].[NH2:7][CH2:8][c:9]1[n:10][cH:11][c:12]([CH2:23][C:24]([N:25]([CH2:26][c:27]2[cH:28][n:29][cH:30][cH:31][cH:32]2)[CH3:33])=[O:34])[c:13]2[cH:14][c:15]([O:21][CH3:22])[c:16]([O:19][CH3:20])[cH:17][c:18]12. Product: Cl, COc1cc2c(CC(=O)N(C)Cc3cccnc3)cnc(CN)c2cc1OC. Reactants: COc1cc2c(CC(=O)N(C)Cc3cccnc3)cnc(CNC(=O)OC(C)(C)C)c2cc1OC, CCOC(C)=O, Cl. As a reaction SMILES: [S:1]1[CH:5]=[CH:4][CH:3]=[C:2]1[C@H:6]1[CH2:8][C@@H:7]1[C:9]([OH:11])=O.C(Cl)(=O)C([Cl:15])=O.CN(C=O)C>ClCCl>[S:1]1[CH:5]=[CH:4][CH:3]=[C:2]1[C@H:6]1[CH2:8][C@@H:7]1[C:9]([Cl:15])=[O:11]. The solvent is ClCCl (dichloromethane). Reactants: S1C(=CC=C1)[C@@H]1[C@H](C1)C(=O)O ((1S,2S)-2-Thiophen-2-yl-cyclopropanecarboxylic acid), C(C(=O)Cl)(=O)Cl (oxalyl chloride), CN(C)C=O (DMF). Reported procedure: To a solution of (1S,2S)-2-Thiophen-2-yl-cyclopropanecarboxylic acid (1.08 g, 6.45 mmol) in dichloromethane (50 ml) in an ice-bath was added oxalyl chloride (6.50 ml, 64.4 mmol), then DMF (0.1 ml) under nitrogen. The reaction mixture was stirred for 30 minutes at 0° C. The excessive solvent was removed on ratovapor and dried under high vacuum for 2 hrs to give (1S,2S)-2-thiophen-2-yl-cyclopropanecarboxylic chloride. In a separated 250 ml round-bottom flask was charged with {(R)-2-hydroxy-1-[4-((... The product is S1C(=CC=C1)[C@@H]1[C@H](C1)C(=O)Cl ((1S,2S)-2-thiophen-2-yl-cyclopropanecarboxylic chloride). Conditions: temperature 0 celsius, time 30 minute. The reactants are OC1=C(C(=O)OC)C=CC(=C1O)OC (Methyl 2,3-dihydroxy-4-methoxybenzoate), C1(=CC=C(C=C1)S(=O)(=O)OCC1(CCOCC1)COS(=O)(=O)C1=CC=C(C=C1)C)C (4,4-Bis(p-toluenesulphonyloxymethyl)tetrahydropyran), C(=O)([O-])[O-].[K+].[K+] (K2CO3). Run in CS(=O)C (DMSO). Yields the product COC(=O)C1=CC=C(C=2OCC3(CCOCC3)COC21)OC (9-Methoxy-spiro[2H-1,5-benzodioxepin-3(4H),4′-tetrahydropyran]-6-carboxylic acid methyl ester). As a reaction SMILES: [OH:1][C:2]1[C:11]([OH:12])=[C:10]([O:13][CH3:14])[CH:9]=[CH:8][C:3]=1[C:4]([O:6][CH3:7])=[O:5].C1(C)C=CC(S(O[CH2:25][C:26]2([CH2:32]OS(C3C=CC(C)=CC=3)(=O)=O)[CH2:31][CH2:30][O:29][CH2:28][CH2:27]2)(=O)=O)=CC=1.C([O-])([O-])=O.[K+].[K+]>CS(C)=O>[CH3:7][O:6][C:4]([C:3]1[C:2]2[O:1][CH2:32][C:26]3([CH2:31][CH2:30][O:29][CH2:28][CH2:27]3)[CH2:25][O:12][C:11]=2[C:10]([O:13][CH3:14])=[CH:9][CH:8]=1)=[O:5] |f:2.3.4|. Procedure details: Following the general procedure, dialkylation of compound 513 (95 mg, 0.48 mmol) with compound 519 (240 mg, 0.53 mmol) in DMSO (3 mL) in the presence of K2CO3 (166 mg, 1.2 mmol) afforded compound 520 as a white solid material after purification by column chromatography (45-65% EtOAc in light petroleum). LC-MS: RT=2.40 min.; 1H NMR (DMSO-d6): δ 7.34 (1H, d, J 8.8), 6.78 (1H, d, J 8.8), 3.99 (4H, s), 3.80 (3H, s), 3.76 (3H, s), 3.61 (4H, t, J 5.5), 1.54 (4H, t, J 5.5). Reactants: Br (hydrobromic acid), COC1=NC=C(C=C1C)C(F)(F)F (2-methoxy-3-methyl-5-(trifluoromethyl)pyridine), C(C)(=O)O (acetic acid). Run in O (water). The product is CC=1C(=NC=C(C1)C(F)(F)F)O (3-Methyl-5-(trifluoromethyl)-2-pyridinol). Reaction SMILES: Br.C[O:3][C:4]1[C:9]([CH3:10])=[CH:8][C:7]([C:11]([F:14])([F:13])[F:12])=[CH:6][N:5]=1.C(O)(=O)C>O>[CH3:10][C:9]1[C:4]([OH:3])=[N:5][CH:6]=[C:7]([C:11]([F:14])([F:12])[F:13])[CH:8]=1. Procedure details: Two ml of 48 percent hydrobromic acid were added with stirring to mixture of 1.38 g (5.5 mol) of 2-methoxy-3-methyl-5-(trifluoromethyl)pyridine and 6 ml of glacial acetic acid at 100° C. and the mixture was allowed to react at about 95° C. for 20 min. The mixture was then cooled and poured onto ice and the solid that formed was collected by filtration. A second crop of solid was obtained by adding more water to the filtrate. The combined solids were dried to obtain 0.40 g (40 percent of theory) ...